Task: describe an organic reaction: reactants, conditions, products, and yield. Dataset: the Open Reaction Database (ORD), a public repository of structured organic reaction records Starting materials: C(C1=CC=CC=C1)OC1=CC=C(C=C1)C1=CC=C(C=C1)C(C)(C)N (1-(4′-benzyloxybiphenyl-4-yl)-1-methylethylamine), N1(C=NC=C1)CCC=O (3-(imidazol-1-yl)propionaldehyde). The product is C(C1=CC=CC=C1)OC1=CC=C(C=C1)C1=CC=C(C=C1)C(C)(C)NCCCN1C=NC=C1 (N-[1-(4′-benzyloxybiphenyl-4-yl)-1-methylethyl)-3-(imidazol-1-yl)propylamine). RXN SMILES: [CH2:1]([O:8][C:9]1[CH:14]=[CH:13][C:12]([C:15]2[CH:20]=[CH:19][C:18]([C:21]([NH2:24])([CH3:23])[CH3:22])=[CH:17][CH:16]=2)=[CH:11][CH:10]=1)[C:2]1[CH:7]=[CH:6][CH:5]=[CH:4][CH:3]=1.[N:25]1([CH2:30][CH2:31][CH:32]=O)[CH:29]=[CH:28][N:27]=[CH:26]1>>[CH2:1]([O:8][C:9]1[CH:14]=[CH:13][C:12]([C:15]2[CH:16]=[CH:17][C:18]([C:21]([NH:24][CH2:32][CH2:31][CH2:30][N:25]3[CH:29]=[CH:28][N:27]=[CH:26]3)([CH3:22])[CH3:23])=[CH:19][CH:20]=2)=[CH:11][CH:10]=1)[C:2]1[CH:3]=[CH:4][CH:5]=[CH:6][CH:7]=1. Procedure details: In a similar manner to Example 24, 1-(4′-benzyloxybiphenyl-4-yl)-1-methylethylamine (A15) (1.4 g) and 3-(imidazol-1-yl)propionaldehyde (0.72 g) were reacted to give N-[1-(4′-benzyloxybiphenyl-4-yl)-1-methylethyl)-3-(imidazol-1-yl)propylamine, m.p. 93-95° C. The product is CN1N=C(C(=C1C(=O)O)C(F)(F)F)C1=CC=C(C=C1)C(F)(F)F (1-Methyl-4-(trifluoromethyl)-3-[4-(trifluoromethyl)phenyl]-1H-pyrazole-5-carboxylic acid). Reactants: FC(OC1=NN(C(=C1)C(=O)O)C)F (3-(difluoromethoxy)-1-methyl-1H-pyrazole-5-carboxylic acid), CN1N=C(C(=C1C(=O)OC)C(F)(F)F)C1=CC=C(C=C1)C(F)(F)F (methyl 1-methyl-4-(trifluoromethyl)-3-[4-(trifluoromethyl)phenyl]-1H-pyrazole-5-carboxylate). Reaction SMILES: FC(F)OC1C=C(C(O)=O)N(C)N=1.[CH3:14][N:15]1[C:19]([C:20]([O:22]C)=[O:21])=[C:18]([C:24]([F:27])([F:26])[F:25])[C:17]([C:28]2[CH:33]=[CH:32][C:31]([C:34]([F:37])([F:36])[F:35])=[CH:30][CH:29]=2)=[N:16]1>>[CH3:14][N:15]1[C:19]([C:20]([OH:22])=[O:21])=[C:18]([C:24]([F:25])([F:26])[F:27])[C:17]([C:28]2[CH:33]=[CH:32][C:31]([C:34]([F:35])([F:36])[F:37])=[CH:30][CH:29]=2)=[N:16]1. Procedure: This compound is prepared analogously to the preparation of 3-(difluoromethoxy)-1-methyl-1H-pyrazole-5-carboxylic acid from methyl 1-methyl-4-(trifluoromethyl)-3-[4-(trifluoromethyl)phenyl]-1H-pyrazole-5-carboxylate. The reactants are CN1C(=O)CCC=2C(=CC=C(C12)OCC1=CC=CC=C1)O.O1C(CCCC1)OC1OCCCC1 (1-methyl-8-benzyloxy-3,4-dihydrocarbostyril-5-ol tetrahydropyranyl ether), Cl (hydrochloric acid), [OH-].[Na+] (sodium hydroxide). The solvent is CO (methanol). Run at time 10 minute. Product: CN1C(=O)CCC2=C(C=CC(=C12)OCC1=CC=CC=C1)O (1-methyl-5-hydroxy-8-benzyloxy-3,4-dihydrocarbostyril). The yield is 95.9%. As a reaction SMILES: [CH3:1][N:2]1[C:12]2[C:11]([O:13][CH2:14][C:15]3[CH:20]=[CH:19][CH:18]=[CH:17][CH:16]=3)=[CH:10][CH:9]=[C:8]([OH:21])[C:7]=2[CH2:6][CH2:5][C:3]1=[O:4].O1CCCCC1OC1CCCCO1.Cl.[OH-].[Na+]>CO>[CH3:1][N:2]1[C:12]2[C:7](=[C:8]([OH:21])[CH:9]=[CH:10][C:11]=2[O:13][CH2:14][C:15]2[CH:20]=[CH:19][CH:18]=[CH:17][CH:16]=2)[CH2:6][CH2:5][C:3]1=[O:4] |f:0.1,3.4|. Reported procedure: 14.0 g of 1-methyl-8-benzyloxy-3,4-dihydrocarbostyril-5-ol-tetrahydropyranyl ether was added to 280 ml of methanol containing 80 ml of concentrated hydrochloric acid followed by stirring at room temperature for 10 minutes. The reaction mixture was rendered alkaline with sodium hydroxide, and the methanol evaporated under reduced pressure. The precipitated crystals were extracted with chloroform. The extract was washed with water and dried over anhydrous magnesium sulfate, and the chloroform was ... The reactants are BrCCN1C(C2(N(C(C=3NC4=CC=C(C=C4C3C2)OC)C2=CC(=CC=C2)O)C1=O)C)=O ((+)-2-(2-Bromo-ethyl)-10-(3-hydroxy-phenyl)-6-methoxy-3a-methyl-3a,4,9,10-tetrahydro-2,9,10a-triaza-cyclopenta[b]fluorene-1,3-dione), CNC (dimethylamine). Product: CN(CCN1C(C2(N(C(C=3NC4=CC=C(C=C4C3C2)OC)C2=CC(=CC=C2)O)C1=O)C)=O)C ((+)-2-(2-Dimethylamino-ethyl)-10-(3-hydroxy-phenyl)-6-methoxy-3a-methyl-3a,4,9,10-tetrahydro-2,9,10a-triaza-cyclopenta[b]fluorene-1,3-dione). Reaction SMILES: Br[CH2:2][CH2:3][N:4]1[C:28](=[O:29])[N:7]2[CH:8]([C:21]3[CH:26]=[CH:25][CH:24]=[C:23]([OH:27])[CH:22]=3)[C:9]3[NH:10][C:11]4[C:16]([C:17]=3[CH2:18][C:6]2([CH3:30])[C:5]1=[O:31])=[CH:15][C:14]([O:19][CH3:20])=[CH:13][CH:12]=4.[CH3:32][NH:33][CH3:34]>>[CH3:32][N:33]([CH3:34])[CH2:2][CH2:3][N:4]1[C:28](=[O:29])[N:7]2[CH:8]([C:21]3[CH:26]=[CH:25][CH:24]=[C:23]([OH:27])[CH:22]=3)[C:9]3[NH:10][C:11]4[C:16]([C:17]=3[CH2:18][C:6]2([CH3:30])[C:5]1=[O:31])=[CH:15][C:14]([O:19][CH3:20])=[CH:13][CH:12]=4. Procedure details: The title compound is prepared similarly as described for example 30 using (+)-2-(2-Bromo-ethyl)-10-(3-hydroxy-phenyl)-6-methoxy-3a-methyl-3a,4,9,10-tetrahydro-2,9,10a-triaza-cyclopenta[b]fluorene-1,3-dione (example 24a) and dimethylamine as starting materials. The reactants are C(C1=CC=CC=C1)(=O)NC1CCC(N2N(C1=O)C(CCC2)C(=O)NC(CC(=O)OC(C)(C)C)C(C=[N+]=[N-])=O)=O (t-Butyl 3-(9-benzoylamino-6,10-dioxo-1,2,3,4,7,8,9,10-octahydro-6H-pyridazino[1,2-a][1,2]diazepine-1-carboxamido)-5-diazo-4-oxopentanoate), [K+].[Br-] (KBr). Solvent: C(Cl)Cl (CH2Cl2). The product is C(C)(=O)NC1CCC(N2N(C1=O)C(CCC2)C(=O)NC(CC(=O)OC(C)(C)C)C(C=[N+]=[N-])=O)=O (t-Butyl 3-(9-acetylamino-6,10-dioxo-1,2,3,4,7,8,9,10-octahydro-6H-pyridazino[1,2-a][1,2]diazepine-1-carboxamido)-5-diazo-4-oxopentanoate). As a reaction SMILES: [C:1]([NH:9][CH:10]1[C:16](=[O:17])[N:15]2[CH:18]([C:22]([NH:24][CH:25]([C:34](=[O:38])[CH:35]=[N+:36]=[N-:37])[CH2:26][C:27]([O:29][C:30]([CH3:33])([CH3:32])[CH3:31])=[O:28])=[O:23])[CH2:19][CH2:20][CH2:21][N:14]2[C:13](=[O:39])[CH2:12][CH2:11]1)(=[O:8])[C:2]1C=CC=CC=1.[K+].[Br-]>C(Cl)Cl>[C:1]([NH:9][CH:10]1[C:16](=[O:17])[N:15]2[CH:18]([C:22]([NH:24][CH:25]([C:34](=[O:38])[CH:35]=[N+:36]=[N-:37])[CH2:26][C:27]([O:29][C:30]([CH3:33])([CH3:31])[CH3:32])=[O:28])=[O:23])[CH2:19][CH2:20][CH2:21][N:14]2[C:13](=[O:39])[CH2:12][CH2:11]1)(=[O:8])[CH3:2] |f:1.2|. Procedure: was prepared by a similar method as compound 506a. 81%: [α]D28 −146.7° (c 0.4, CH2Cl2); IR (KBr) 3438, 2904, 2113, 1728, 1669, 1523, 1368, 1328, 1155; 1H NMR (CDCl3) δ7.32 (1H, d), 6.43 (1H, d), 5.50 (1H, s), 5.22 (1H, m), 4.94 (1H, m), 4.77 (1H, m), 4.60 (1H, m), 3.24 (1H, m), 3.03-2.52 (4H, m), 2.36 (1H, m), 2.10-1.64 (5H, m), 2.02 (3H, s), 1.45 (9H, s). Anal. Calcd for C21H20N6O7: C, 52.69; H, 6.32; N, 17.05. Found: C, 52.51; H, 6.27; N, 17.36. MS (ES+) 477(M+−1, 100%).